Dataset: the Open Reaction Database (ORD), a public repository of structured organic reaction records. Task: describe an organic reaction: reactants, conditions, products, and yield Starting materials: BrC=1C=CC=C2C1C(=O)OC(N2)=O (6-bromoisatoic acid anhydride), N1[C@H](C(=O)O)CCC1 (L-proline). Run in CS(=O)C (dimethyl sulphoxide). Yields the product BrC1=CC=CC2=C1C(N1[C@H](C(N2)=O)CCC1)=O ((S)-6-bromo-1,2,3,11a-tetrahydro-5H-pyrrolo[2,1-c][1,4]benzodiazepine-5,11(10H)-dione). RXN SMILES: [Br:1][C:2]1[CH:3]=[CH:4][CH:5]=[C:6]2[NH:12][C:11](=[O:13])[O:10][C:8](=O)[C:7]=12.[NH:14]1[CH2:21][CH2:20][CH2:19][C@H:15]1C(O)=O>CS(C)=O>[Br:1][C:2]1[C:7]2[C:8](=[O:10])[N:14]3[CH2:21][CH2:20][CH2:19][C@H:15]3[C:11](=[O:13])[NH:12][C:6]=2[CH:5]=[CH:4][CH:3]=1. Procedure details: 9.2 g (0.038 mol) of 6-bromoisatoic acid anhydride and 4.6 g (0.040 mol) of L-proline in 55 ml of dimethyl sulphoxide are heated at 70° for 1 hour, the solvent is removed in a high vacuum and the oil obtained is heated at 170° for 15 minutes. The crude product is purified by chromatography on silica gel using a mixture of chloroform and methanol (20:1) as the elution agent. There is obtained (S)-6-bromo-1,2,3,11a-tetrahydro-5H-pyrrolo[2,1-c][1,4]benzodiazepine-5,11(10H)-dione which melts at 221°... The product is CN([C@@H](CS)C(=O)O)C(C)=O ((R)-Methyl-N-acetyl-cysteine). Procedure details: A solution of N-acetyl-L-cysteine (3.26 g) (commercially available) in methanol (10 ml) with concentrated hydrochloric acid (four drops) was refluxed for 16 hours under a nitrogen atomosphere. Reactants: C(C)(=O)N[C@@H](CS)C(=O)O (N-acetyl-L-cysteine), CO (methanol). As a reaction SMILES: [C:1]([NH:4][C@H:5]([C:8]([OH:10])=[O:9])[CH2:6][SH:7])(=[O:3])[CH3:2].[CH3:11]O>Cl>[CH3:11][N:4]([C:1](=[O:3])[CH3:2])[C@H:5]([C:8]([OH:10])=[O:9])[CH2:6][SH:7]. The reagents and catalysts are Cl (hydrochloric acid). The reactants are C(C1=CC=CC=C1)OC1=CC=C(C=C1)C12C3=C(OC1CCCCC2)C=CC(=C3)F (10a-(4-(benzyloxy)phenyl)-2-fluoro-6,7,8,9,10,10a-hexahydro-5aH-benzo[b]cyclohepta[d]furan), C1(=CC=CC=C1)O (phenol). Yields the product FC1=CC2=C(OC3C2(CCCCC3)C3=CC=C(C=C3)O)C=C1 (4-(2-Fluoro-6,7,8,9,10,10a-hexahydro-5aH-benzo[b]cyclohepta[d]-furan-10a-yl)phenol). Reaction SMILES: C([O:8][C:9]1[CH:14]=[CH:13][C:12]([C:15]23[CH2:24][CH2:23][CH2:22][CH2:21][CH2:20][CH:19]2[O:18][C:17]2[CH:25]=[CH:26][C:27]([F:29])=[CH:28][C:16]3=2)=[CH:11][CH:10]=1)C1C=CC=CC=1.C1(O)C=CC=CC=1>>[F:29][C:27]1[CH:26]=[CH:25][C:17]2[O:18][CH:19]3[CH2:20][CH2:21][CH2:22][CH2:23][CH2:24][C:15]3([C:12]3[CH:11]=[CH:10][C:9]([OH:8])=[CH:14][CH:13]=3)[C:16]=2[CH:28]=1. Procedure: The title compound 448 was synthesized starting from compound 32 using the procedure F as described for the synthesis of phenol 807. 1H-NMR (400 MHz, CDCl3): δ ppm 7.18-7.07 (m, 2H), 6.82 (dt, J=8.79, 8.79, 2.75 Hz, 1H), 6.78-6.69 (m, 3H), 6.62 (dd, J=8.20, 2.73 Hz, 1H), 5.08 (broad s, 1H), 4.91 (dd, J=7.30, 1.61 Hz, 1H), 2.45-2.26 (m, 1H), 2.23-1.95 (m, 2H), 1.82 (tdd, J=14.57, 12.67, 1.56, 1.56 Hz, 1H), 1.77-1.48 (m, 4H), 1.44-1.03 (m, 2H).